From a dataset of the Open Reaction Database (ORD), a public repository of structured organic reaction records. describe an organic reaction: reactants, conditions, products, and yield The yield is 90.8%. Starting materials: C([O-])([O-])=O.[Na+].[Na+] (sodium carbonate), [Cl-].O[NH3+] (hydroxylammonium chloride), FC1=CC=C(C=C1)CC=O (p-fluorophenylacetaldehyde). Reaction SMILES: [Cl-].[OH:2][NH3+:3].[F:4][C:5]1[CH:10]=[CH:9][C:8]([CH2:11][CH:12]=O)=[CH:7][CH:6]=1.C(=O)([O-])[O-].[Na+].[Na+]>O.C(Cl)Cl>[F:4][C:5]1[CH:10]=[CH:9][C:8]([CH2:11][CH:12]=[N:3][OH:2])=[CH:7][CH:6]=1 |f:0.1,3.4.5|. Conditions: time 2 day. The product is FC1=CC=C(C=C1)CC=NO (p-fluorophenylacetaldoxime). Run in O (water), O (water), C(Cl)Cl (methylene chloride). Procedure: 113 g of hydroxylammonium chloride in 300 ml of water are added to 160 g of p-fluorophenylacetaldehyde in 500 ml of methylene chloride. A solution of 87 g of sodium carbonate in 300 ml of water is slowly added dropwise to the stirred mixture at room temperature, and the reaction is allowed to continue for 2 days. The organic phase is separated off, washed with water, dried over Na2SO4 and filtered, and the filtrate is freed from the solvent. 161 g of p-fluorophenylacetaldoxime of melting point 1... Run in CO (MeOH). The product is C(CC=C)C=1C(C(=NN1)N)=NNC=1C=C2C=CC=NC2=CC1 (5-but-3-enyl-4-(quinolin-6-ylhydrazono)-4H-pyrazol-3-ylamine). The yield is 54.0%. The reactants are C(CC=C)C=1C(C(=NN1)N)=NNC=1C=NC=CC1 (5-but-3-enyl-4-(pyridin-3-ylhydrazono)-4H-pyrazol-3-ylamine), NC=1C=NC=CC1 (3-aminopyridine), C(#N)CC(CCC=C)=O (1-cyano-5-hexen-2-one), crude material, C(Cl)Cl (CH2Cl2). Reported procedure: In a similar manner, 5-but-3-enyl-4-(pyridin-3-ylhydrazono)-4H-pyrazol-3-ylamine was prepared from 3-aminopyridine (113 mg, 1.2 mmole) and 1-cyano-5-hexen-2-one (123 mg, 1 mmole). The crude material was pruified by preparative TLC (CH2Cl2:MeOH=21:1) to yield 131 mg (54%) of the title compound as an orange powder. MS (m/z, ES+): 243 (M+1, 100%); 1H NMR (ppm, 300 MHz, DMSO-d6) δ 11.68 (br s, 1H), 8.89 (s, 1H), 8.46 (m, 1H), 7.96 (d, 1H), 7.46 (dd, 1H), 7.19 (brs, 2H), 5.87 (m, 1H), 5.07 (dd, 1H), ... RXN SMILES: [CH2:1]([C:5]1[C:6](=[N:11][NH:12][C:13]2[CH:14]=NC=[CH:17][CH:18]=2)[C:7]([NH2:10])=[N:8][N:9]=1)[CH2:2][CH:3]=[CH2:4].N[C:20]1[CH:21]=[N:22][CH:23]=[CH:24][CH:25]=1.C(CC(=O)CCC=C)#N.C(Cl)Cl>CO>[CH2:1]([C:5]1[C:6](=[N:11][NH:12][C:13]2[CH:14]=[C:20]3[C:21](=[CH:17][CH:18]=2)[N:22]=[CH:23][CH:24]=[CH:25]3)[C:7]([NH2:10])=[N:8][N:9]=1)[CH2:2][CH:3]=[CH2:4]. Reactants: BrC=1C=CC(=C(N)C1)C (5-bromo-2-methylaniline), S(=O)=O (sulfur dioxide), [Cl-].[Mg+2].[Cl-] (magnesium chloride), N(=O)[O-].[Na+] (sodium nitrite), Cl (hydrochloric acid), [OH-].[NH4+] (ammonium hydroxide). Reagents/catalysts: [Cu](Cl)Cl (copper (II) chloride). Solvent: C(C)(=O)O (acetic acid). Product: BrC=1C=CC(=C(C1)S(=O)(=O)N)C (5-Bromo-2-methylbenzenesulfonic acid amide). As a reaction SMILES: [Br:1][C:2]1[CH:3]=[CH:4][C:5]([CH3:9])=[C:6]([CH:8]=1)N.N([O-])=O.[Na+].Cl.[Cl-].[Mg+2].[Cl-].[S:18](=[O:20])=[O:19].[OH-].[NH4+:22]>[Cu](Cl)Cl.C(O)(=O)C>[Br:1][C:2]1[CH:3]=[CH:4][C:5]([CH3:9])=[C:6]([S:18]([NH2:22])(=[O:20])=[O:19])[CH:8]=1 |f:1.2,4.5.6,8.9|. Reported procedure: Prepared by the method of Example 69a) using 5-bromo-2-methylaniline (2.60 g, Example 78a)), sodium nitrite (1.05 g), concentrated hydrochloric acid (20 ml), anhydrous magnesium chloride (2.6 g), acetic acid saturated with sulfur dioxide (50 ml) and containing copper (II) chloride (0.37 g). The normal work-up and subsequent treatment with ammonium hydroxide (50 ml) followed by the same work-up afforded the subtitle compound as a solid (0.42 g). The reactants are solution, C1(=CC=CC=C1)C1(CCC1)C#N (1-phenyl-1-cyclobutane carbonitrile), CCOCC (ether), Cl (hydrochloric acid). Solvent: CCCCCC (hexane). Run at temperature 40 celsius. Yields the product C1(=CC=CC=C1)C1(CCC1)C=O (1-phenyl-1-cyclobutane-carbaldehyde). As a reaction SMILES: [C:1]1([C:7]2([C:11]#N)[CH2:10][CH2:9][CH2:8]2)[CH:6]=[CH:5][CH:4]=[CH:3][CH:2]=1.Cl.CC[O:16]CC>CCCCCC>[C:1]1([C:7]2([CH:11]=[O:16])[CH2:10][CH2:9][CH2:8]2)[CH:6]=[CH:5][CH:4]=[CH:3][CH:2]=1. Reported procedure: A 1M solution of diisobutylaliminohydride in hexane (200 ml) was added under nitrogen to a solution of 1-phenyl-1-cyclobutane carbonitrile (31.4 g) in ether (100 ml) at a temperature below -30° C. The temperature was maintained below 0° C. for thirty minutes and 5N hydrochloric acid (200 ml) at a temperature of -10° C. added. The reaction mixture was washed with petroleum ether (b.p. 60°-80° C.) and then warmed to 40° C. The reaction mixture was extracted with petroleum ether (b.p. 60°-80° C.) a... Starting materials: Cl (HCl), ClC=1C=C(C=CC1C=1OC=CN1)C(C)=O (1-[3-chloro-4-(1,3-oxazol-2-yl)phenyl]-1-ethanone), FC(C(=O)OCC)(F)F (ethyl trifluoroacetate), C[O-].[Na+] (sodium methoxide). The solvent is COC(C)(C)C (t-butyl methyl ether), CO (MeOH), O (Water). Reaction conditions: time 4 hour. The product is ClC=1C=C(C=CC1C=1OC=CN1)C(CC(C(F)(F)F)=O)=O (1-[3-Chloro-4-(1,3-oxazol-2-yl)phenyl]-4,4,4-trifluoro-1,3-butanedione). Isolated yield 113.1%. RXN SMILES: [Cl:1][C:2]1[CH:3]=[C:4]([C:13](=[O:15])[CH3:14])[CH:5]=[CH:6][C:7]=1[C:8]1[O:9][CH:10]=[CH:11][N:12]=1.[F:16][C:17]([F:24])([F:23])[C:18](OCC)=[O:19].C[O-].[Na+].Cl>COC(C)(C)C.CO.O>[Cl:1][C:2]1[CH:3]=[C:4]([C:13](=[O:15])[CH2:14][C:18](=[O:19])[C:17]([F:24])([F:23])[F:16])[CH:5]=[CH:6][C:7]=1[C:8]1[O:9][CH:10]=[CH:11][N:12]=1 |f:2.3|. Reported procedure: To a solution of 1-[3-chloro-4-(1,3-oxazol-2-yl)phenyl]-1-ethanone (1.89 g, 8.572 mmol) in t-butyl methyl ether (100 mL) were added ethyl trifluoroacetate (1.1 mL, 9.38 mmol) and 28%wt sodium methoxide in MeOH (2.6 ml) at 0° C. and stirred at room temperature for 4 hours. Water (100 mL) was added to the mixture, the mixture was neutralized with 2N HCl, extracted with ethyl acetate (100 mL×2) and dried over MgSO4. Removal of the solvent, gave a title compound (3.08 g). The reactants are CCOC(C)=O, COC(=O)C(=NO)C(C)=O, COCCl, [H-], [Na+], C1CCOC1. Yields the product COCON=C(C(C)=O)C(=O)OC. Reaction SMILES: [CH3:17][CH2:18][O:19][C:20](=[O:21])[CH3:22].[CH3:3][O:4][C:5]([C:6]([C:7](=[O:8])[CH3:9])=[N:10][OH:11])=[O:12].[Cl:13][CH2:14][O:15][CH3:16].[H-:2].[Na+:1].[O:23]1[CH2:24][CH2:25][CH2:26][CH2:27]1>>[CH3:3][O:4][C:5]([C:6]([C:7](=[O:8])[CH3:9])=[N:10][O:11][CH2:14][O:15][CH3:16])=[O:12]. The reactants are Cn1c(CCCl)nc2cc(Br)c3ccccc3c21, c1ccc(CN2CCNCC2)cc1, CO, Cl, [Na+], [OH-], O. Yields the product Cn1c(CCN2CCN(Cc3ccccc3)CC2)nc2cc(Br)c3ccccc3c21. As a reaction SMILES: [Br:15][c:16]1[cH:17][c:18]2[c:19]([n:20]([CH3:26])[c:21]([CH2:23][CH2:24][Cl:25])[n:22]2)[c:27]2[cH:28][cH:29][cH:30][cH:31][c:32]12.[CH2:1]([c:2]1[cH:3][cH:4][cH:5][cH:6][cH:7]1)[N:8]1[CH2:9][CH2:10][NH:11][CH2:12][CH2:13]1.[CH3:35][OH:36].[ClH:14].[Na+:34].[OH-:33].[OH2:37]>>[CH2:1]([c:2]1[cH:3][cH:4][cH:5][cH:6][cH:7]1)[N:8]1[CH2:9][CH2:10][N:11]([CH2:24][CH2:23][c:21]2[n:20]([CH3:26])[c:19]3[c:18]([cH:17][c:16]([Br:15])[c:32]4[c:27]3[cH:28][cH:29][cH:30][cH:31]4)[n:22]2)[CH2:12][CH2:13]1.